From a dataset of the Open Reaction Database (ORD), a public repository of structured organic reaction records. describe an organic reaction: reactants, conditions, products, and yield The reactants are CON=C(C(=O)NC1[C@@H]2N(C(=C(CS2)C=C(Cl)Cl)C(=O)OC(C2=CC=CC=C2)C2=CC=CC=C2)C1=O)C=1N=C(SC1)NC=O (benzhydryl 7-[2-methoxyimino-2-(2-formamidothiazol-4-yl)acetamido]-3-(2,2-dichlorovinyl)-3-cephem-4-carboxylate), Cl (hydrochloric acid), O (water), C([O-])(O)=O.[Na+] (sodium bicarbonate). The solvent is CO (methanol), C(C)(=O)OCC (ethyl acetate). Conditions: time 3 hour. Yields the product CON=C(C(=O)NC1[C@@H]2N(C(=C(CS2)C=C(Cl)Cl)C(=O)OC(C2=CC=CC=C2)C2=CC=CC=C2)C1=O)C=1N=C(SC1)N (benzhydryl 7-[2-methoxyimino-2-(2-aminothiazol-4-yl)-acetamido]-3-(2,2-dichlorovinyl)-3-cephem-4-carboxylate). Yield: 93.9%. RXN SMILES: [CH3:1][O:2][N:3]=[C:4]([C:37]1[N:38]=[C:39]([NH:42]C=O)[S:40][CH:41]=1)[C:5]([NH:7][CH:8]1[C:35](=[O:36])[N:10]2[C:11]([C:19]([O:21][CH:22]([C:29]3[CH:34]=[CH:33][CH:32]=[CH:31][CH:30]=3)[C:23]3[CH:28]=[CH:27][CH:26]=[CH:25][CH:24]=3)=[O:20])=[C:12]([CH:15]=[C:16]([Cl:18])[Cl:17])[CH2:13][S:14][C@H:9]12)=[O:6].Cl.O.C(=O)(O)[O-].[Na+]>CO.C(OCC)(=O)C>[CH3:1][O:2][N:3]=[C:4]([C:37]1[N:38]=[C:39]([NH2:42])[S:40][CH:41]=1)[C:5]([NH:7][CH:8]1[C:35](=[O:36])[N:10]2[C:11]([C:19]([O:21][CH:22]([C:29]3[CH:30]=[CH:31][CH:32]=[CH:33][CH:34]=3)[C:23]3[CH:28]=[CH:27][CH:26]=[CH:25][CH:24]=3)=[O:20])=[C:12]([CH:15]=[C:16]([Cl:18])[Cl:17])[CH2:13][S:14][C@H:9]12)=[O:6] |f:3.4|. Procedure: To a solution of benzhydryl 7-[2-methoxyimino-2-(2-formamidothiazol-4-yl)acetamido]-3-(2,2-dichlorovinyl)-3-cephem-4-carboxylate (syn isomer) (2.2 g) in methanol (11 ml) was added conc. hydrochloric acid (0.72 ml) and the resulting mixture was stirred at ambient temperature for 3 hours. To the reaction mixture were added water and ethyl acetate, the mixture was adjusted to pH 7.0 with saturated aqueous sodium bicarbonate, the separated organic layer was washed with brine, dried over magnesium su... The reactants are OC(C/C=C/I)CCCC (4-hydroxy-1-iodo-trans-1-octene), C(C)(=O)[O-].[Na+] (sodium acetate), [Cr](=O)(=O)([O-])Cl.[NH+]1=CC=CC=C1 (pyridinium chlorochromate). The solvent is C(Cl)Cl (methylene chloride), C(Cl)Cl (methylene chloride), CCOCC (ether). Run at time 75 minute. The product is O=C(C/C=C/I)CCCC (4-Oxo-1-iodo-trans-1-octene). Reaction SMILES: [Cr](Cl)([O-])(=O)=O.[NH+]1C=CC=CC=1.C([O-])(=O)C.[Na+].[OH:17][CH:18]([CH2:23][CH2:24][CH2:25][CH3:26])[CH2:19]/[CH:20]=[CH:21]/[I:22]>C(Cl)Cl.CCOCC>[O:17]=[C:18]([CH2:23][CH2:24][CH2:25][CH3:26])[CH2:19]/[CH:20]=[CH:21]/[I:22] |f:0.1,2.3|. Procedure details: To a stirred suspension of 6.15 g of pyridinium chlorochromate (Tetrahedron Letters, 1975, 2647) in 20 ml of methylene chloride is added 450 mg of sodium acetate. After 5 minutes a solution of 3.64 g of 4-hydroxy-1-iodo-trans-1-octene in 15 ml of methylene chloride is added in one portion. The dark mixture is stirred at room temperature for 75 minutes, diluted with 50 ml of ether, and decanted. The solid sludge is washed repeatedly with ether and decanted. The combined solutions are percolated t...